From a dataset of the Open Reaction Database (ORD), a public repository of structured organic reaction records. describe an organic reaction: reactants, conditions, products, and yield The product is C1(CC1)COC(C(=O)O)C1=CC=C(C=C1)C=1OC(=NN1)C (2-(cyclopropylmethoxy)-2-(4-(5-methyl-1,3,4-oxadiazol-2-yl)phenyl)acetic acid). Reaction conditions: time 30 minute. RXN SMILES: [CH3:1][C:2]1[O:6][C:5]([C:7]2[CH:14]=[CH:13][C:10]([CH:11]=O)=[CH:9][CH:8]=2)=[N:4][N:3]=1.[OH-:15].[K+].C(Br)(Br)Br.[OH-].[K+].[CH:23]1([CH2:26][OH:27])[CH2:25][CH2:24]1.C1([CH2:31][OH:32])CC1>O1CCOCC1>[CH:23]1([CH2:26][O:27][CH:11]([C:10]2[CH:13]=[CH:14][C:7]([C:5]3[O:6][C:2]([CH3:1])=[N:3][N:4]=3)=[CH:8][CH:9]=2)[C:31]([OH:32])=[O:15])[CH2:25][CH2:24]1 |f:1.2,4.5.6|. The reactants are CC1=NN=C(O1)C1=CC=C(C=O)C=C1 (4-(5-methyl-1,3,4-oxadiazol-2-yl)benzaldehyde), [OH-].[K+] (KOH), C1(CC1)CO (cyclopropylmethanol), C1(CC1)CO (cyclopropylmethanol), [OH-].[K+].C1(CC1)CO (KOH cyclopropylmethanol), C(Br)(Br)Br (Bromoform). The reagents and catalysts are solution. Procedure: To a solution of 4-(5-methyl-1,3,4-oxadiazol-2-yl)benzaldehyde (5.3 g, 27.7 mmol) in cyclopropylmethanol (25 mL) and anhydrous dioxane (25 mL) at 0° C. (bath temperature) was added several drops of a solution of KOH (7.77 g, 138.5 mmol) in cyclopropylmethanol (35 mL). Bromoform (3.1 mL, 35.2 mmol) was added, then the remaining KOH/cyclopropylmethanol solution was added over a period of 20 min. After stirring for 30 min, the reaction mixture was allowed to warm slowly to room temperature overnigh... Solvent: O1CCOCC1 (dioxane). The reactants are ClC1=CC(=NC(=N1)C)OC[C@@H]1[C@H](C1)C1=CC=C(C=N1)C(C)(C)O (2-(6-((1S,2S)-2-((6-chloro-2-methylpyrimidin-4-yloxy)methyl)cyclopropyl)pyridin-3-yl)propan-2-ol), CC1=NN=C(S1)CNC(OC(C)(C)C)=O (tert-Butyl (5-methyl-1,3,4-thiadiazol-2-yl)methylcarbamate), C(=O)([O-])[O-].[Cs+].[Cs+] (Cs2CO3), C=1C=CC(=CC1)P(C=2C=CC=CC2)C3=CC=C4C=CC=CC4=C3C5=C6C=CC=CC6=CC=C5P(C=7C=CC=CC7)C=8C=CC=CC8 (BINAP). Reagents/catalysts: CC(=O)[O-].CC(=O)[O-].[Pd+2] (Pd(OAc)2). The solvent is C1(=CC=CC=C1)C (toluene), CCOC(=O)C (EtOAc). Run at temperature 85 celsius. Product: C(C)(C)(C)OC(N(CC=1SC(=NN1)C)C1=NC(=NC(=C1)OC[C@@H]1[C@H](C1)C1=NC=C(C=C1)C(C)(C)O)C)=O (tert-Butyl-6-(((1S,2S)-2-(5-(2-hydroxypropan-2-yl)pyridin-2-yl)cyclopropyl)methoxy)-2-methylpyrimidin-4-yl((5-methyl-1,3,4-thiadiazol-2-yl)methyl)carbamate). Yield: 99.2%. RXN SMILES: Cl[C:2]1[N:7]=[C:6]([CH3:8])[N:5]=[C:4]([O:9][CH2:10][C@H:11]2[CH2:13][C@@H:12]2[C:14]2[N:19]=[CH:18][C:17]([C:20]([OH:23])([CH3:22])[CH3:21])=[CH:16][CH:15]=2)[CH:3]=1.[CH3:24][C:25]1[S:29][C:28]([CH2:30][NH:31][C:32](=[O:38])[O:33][C:34]([CH3:37])([CH3:36])[CH3:35])=[N:27][N:26]=1.C([O-])([O-])=O.[Cs+].[Cs+].C1C=CC(P(C2C(C3C(P(C4C=CC=CC=4)C4C=CC=CC=4)=CC=C4C=3C=CC=C4)=C3C(C=CC=C3)=CC=2)C2C=CC=CC=2)=CC=1>C1(C)C=CC=CC=1.CCOC(C)=O.CC([O-])=O.CC([O-])=O.[Pd+2]>[C:34]([O:33][C:32](=[O:38])[N:31]([C:2]1[CH:3]=[C:4]([O:9][CH2:10][C@H:11]2[CH2:13][C@@H:12]2[C:14]2[CH:15]=[CH:16][C:17]([C:20]([OH:23])([CH3:22])[CH3:21])=[CH:18][N:19]=2)[N:5]=[C:6]([CH3:8])[N:7]=1)[CH2:30][C:28]1[S:29][C:25]([CH3:24])=[N:26][N:27]=1)([CH3:37])([CH3:36])[CH3:35] |f:2.3.4,8.9.10|. Procedure: The mixture of 8-3 (60 mg, 0.18 mmol), 8-4 (50 mg, 0.22 mmol), Cs2CO3 (88 mg, 0.27 mmol), Pd(OAc)2 (8.1 mg, 0.036 mmol), BINAP (25 mg, 0.040 mmol) in toluene (2.0 mL) was heated at 85° C. for overnight. Then the reaction mixture was diluted with EtOAc (20 mL), filtered and concentrated in vacuo to give crude product (94 mg) which was used for next step without further purification. LRMS (ES) calculated M+H for C26H34N6O4S: 527.24. Found: 527.2. Starting materials: C(C)OC(=O)C=1N=CC=2NC=3CCCC(C3C2C1COC)CO (5,6,7,8-Tetrahydro-5-hydroxymethyl-4-methoxymethyl-beta-carboline-3-carboxylic acid ethyl ester), P(Br)(Br)Br (phosphorus tribromide). Procedure: From 5,6,7,8-tetrahydro-5-hydroxymethyl-4-methoxymethyl-beta-carboline-3-carboxylic acid ethyl ester (example 2) by reaction with phosphorus tribromide in dichloromethane. RXN SMILES: [CH2:1]([O:3][C:4]([C:6]1[N:7]=[CH:8][C:9]2[NH:10][C:11]3[CH2:12][CH2:13][CH2:14][CH:15]([CH2:22]O)[C:16]=3[C:17]=2[C:18]=1[CH2:19][O:20][CH3:21])=[O:5])[CH3:2].P(Br)(Br)[Br:25]>ClCCl>[CH2:1]([O:3][C:4]([C:6]1[N:7]=[CH:8][C:9]2[NH:10][C:11]3[CH2:12][CH2:13][CH2:14][CH:15]([CH2:22][Br:25])[C:16]=3[C:17]=2[C:18]=1[CH2:19][O:20][CH3:21])=[O:5])[CH3:2]. Run in ClCCl (dichloromethane). Product: C(C)OC(=O)C=1N=CC=2NC=3CCCC(C3C2C1COC)CBr (5.6.7.8-Tetrahydro-5-bromomethyl-4-methoxymethyl-beta-carboline-3-carboxylic acid ethyl ester). RXN SMILES: [C:43]([BH3-:44])#[N:45].[C:48](=[O:49])([OH:50])[O-:51].[CH2:13]([CH3:14])[n:15]1[c:16]2[cH:17][cH:18][cH:19][cH:20][c:21]2[c:22]2[cH:23][c:24]([CH:28]=[O:29])[cH:25][cH:26][c:27]12.[CH2:30]([N:31]([CH:32]([CH3:33])[CH3:34])[CH:35]([CH3:36])[CH3:37])[CH3:38].[CH3:39][C:40](=[O:41])[OH:42].[CH3:53][CH2:54][OH:55].[ClH:1].[Na+:46].[Na+:52].[OH2:47].[n:2]1[n:3][nH:4][c:5]([CH:7]2[CH2:8][NH:9][CH2:10][CH2:11][CH2:12]2)[cH:6]1>>[n:2]1[n:3][nH:4][c:5]([CH:7]2[CH2:8][N:9]([CH2:28][c:24]3[cH:23][c:22]4[c:21]5[c:16]([n:15]([CH2:13][CH3:14])[c:27]4[cH:26][cH:25]3)[cH:17][cH:18][cH:19][cH:20]5)[CH2:10][CH2:11][CH2:12]2)[cH:6]1. The product is CCn1c2ccccc2c2cc(CN3CCCC(c4cnn[nH]4)C3)ccc21. Reactants: [BH3-]C#N, O=C([O-])O, CCn1c2ccccc2c2cc(C=O)ccc21, CCN(C(C)C)C(C)C, CC(=O)O, CCO, Cl, [Na+], [Na+], O, c1nn[nH]c1C1CCCNC1. Starting materials: C(C)(C)(C)OC(=O)N/C=1/C\C(=C/C2=C(\N1)C=C(C=C2)C2=CC=C(C=C2)C(=O)N2CCCC2)\C(=O)O ((1E,4E)-2-(tert-butoxycarbonylamino)-8-(4-(pyrrolidine-1-carbonyl)phenyl)-3H-benzo[b]azepine-4-carboxylic acid), [Si](C)(C)(C(C)(C)C)OCCCNCCC (3-(tert-butyldimethylsilyloxy)-N-propylpropan-1-amine). Product: [Si](C)(C)(C(C)(C)C)OCCCN(C(=O)/C/1=C/C2=C(\N=C(/C1)\NC(OC(C)(C)C)=O)C=C(C=C2)C2=CC=C(C=C2)C(=O)N2CCCC2)CCC (tert-butyl (1E,4E)-4-((3-(tert-butyldimethylsilyloxy)propyl)(propyl)carbamoyl)-8-(4-(pyrrolidine-1-carbonyl)phenyl)-3H-benzo[b]azepin-2-ylcarbamate). Reaction SMILES: [C:1]([O:5][C:6]([NH:8][C:9]1[CH2:10][C:11]([C:33]([OH:35])=O)=[CH:12][C:13]2[CH:19]=[CH:18][C:17]([C:20]3[CH:25]=[CH:24][C:23]([C:26]([N:28]4[CH2:32][CH2:31][CH2:30][CH2:29]4)=[O:27])=[CH:22][CH:21]=3)=[CH:16][C:14]=2[N:15]=1)=[O:7])([CH3:4])([CH3:3])[CH3:2].[Si:36]([O:43][CH2:44][CH2:45][CH2:46][NH:47][CH2:48][CH2:49][CH3:50])([C:39]([CH3:42])([CH3:41])[CH3:40])([CH3:38])[CH3:37]>>[Si:36]([O:43][CH2:44][CH2:45][CH2:46][N:47]([CH2:48][CH2:49][CH3:50])[C:33]([C:11]1=[CH:12][C:13]2[CH:19]=[CH:18][C:17]([C:20]3[CH:25]=[CH:24][C:23]([C:26]([N:28]4[CH2:29][CH2:30][CH2:31][CH2:32]4)=[O:27])=[CH:22][CH:21]=3)=[CH:16][C:14]=2[N:15]=[C:9]([NH:8][C:6](=[O:7])[O:5][C:1]([CH3:3])([CH3:2])[CH3:4])[CH2:10]1)=[O:35])([C:39]([CH3:42])([CH3:41])[CH3:40])([CH3:38])[CH3:37]. Procedure details: The title compound was prepared by the procedure as described in Example 101 (Step H) using (1E,4E)-2-(tert-butoxycarbonylamino)-8-(4-(pyrrolidine-1-carbonyl)phenyl)-3H-benzo[b]azepine-4-carboxylic acid and 3-(tert-butyldimethylsilyloxy)-N-propylpropan-1-amine. MS APCI(+) m/z 689 detected.